From a dataset of the Open Reaction Database (ORD), a public repository of structured organic reaction records. describe an organic reaction: reactants, conditions, products, and yield The reactants are COc1ccc(COc2cc(C(N)=O)nc3ccc(C(F)(F)F)cc23)cc1, O=C(OC(=O)C(F)(F)F)C(F)(F)F. Yields the product COc1ccc(COc2cc(C#N)nc3ccc(C(F)(F)F)cc23)cc1. RXN SMILES: [CH3:1][O:2][c:3]1[cH:4][cH:5][c:6]([CH2:7][O:8][c:9]2[cH:10][c:11]([C:23](=[O:24])[NH2:25])[n:12][c:13]3[cH:14][cH:15][c:16]([C:19]([F:20])([F:21])[F:22])[cH:17][c:18]23)[cH:26][cH:27]1.[F:28][C:29]([F:30])([F:31])[C:32]([O:33][C:34](=[O:35])[C:36]([F:37])([F:38])[F:39])=[O:40]>>[CH3:1][O:2][c:3]1[cH:4][cH:5][c:6]([CH2:7][O:8][c:9]2[cH:10][c:11]([C:23]#[N:25])[n:12][c:13]3[cH:14][cH:15][c:16]([C:19]([F:20])([F:21])[F:22])[cH:17][c:18]23)[cH:26][cH:27]1. Reaction SMILES: [CH2:1]([O:3][C:4](=[O:2])[NH:5][c:6]1[cH:7][cH:8][c:9](-[c:12]2[o:13][c:14]([CH2:17][S:18][CH2:19][CH2:20][O:21][c:22]3[cH:23][cH:24][cH:25][cH:26][cH:27]3)[n:15][n:16]2)[cH:10][cH:11]1)[CH3:28].[CH3:29][N:30]([CH2:31][CH2:32][CH2:33][CH2:34][NH2:35])[CH3:36]>>[O:3]=[C:4]([NH:5][c:6]1[cH:7][cH:8][c:9](-[c:12]2[o:13][c:14]([CH2:17][S:18][CH2:19][CH2:20][O:21][c:22]3[cH:23][cH:24][cH:25][cH:26][cH:27]3)[n:15][n:16]2)[cH:10][cH:11]1)[NH:35][CH2:34][CH2:33][CH2:32][CH2:31][N:30]([CH3:29])[CH3:36]. Yields the product CN(C)CCCCNC(=O)Nc1ccc(-c2nnc(CSCCOc3ccccc3)o2)cc1. Starting materials: CCOC(=O)Nc1ccc(-c2nnc(CSCCOc3ccccc3)o2)cc1, CN(C)CCCCN. Reactants: C(C)(C)(C)N1N=CC(=C1C1=CC=C(C=C1)F)C=1SC=C(N1)CC(=O)O (2-(2-(1-tert-butyl-5-(4-fluorophenyl)-1H-pyrazol-4-yl)thiazol-4-yl)acetic acid), NCCC#N (3-aminopropionitrile). The product is C(C)(C)(C)N1N=CC(=C1C1=CC=C(C=C1)F)C=1SC=C(N1)CC(=O)NCCC#N (2-{2-[1-tert-butyl-5-(4-fluorophenyl)-1H-pyrazol-4-yl]-1,3-thiazol-4-yl}-N-(2-cyanoethyl)acetamide). Reaction SMILES: [C:1]([N:5]1[C:9]([C:10]2[CH:15]=[CH:14][C:13]([F:16])=[CH:12][CH:11]=2)=[C:8]([C:17]2[S:18][CH:19]=[C:20]([CH2:22][C:23]([OH:25])=O)[N:21]=2)[CH:7]=[N:6]1)([CH3:4])([CH3:3])[CH3:2].[NH2:26][CH2:27][CH2:28][C:29]#[N:30]>>[C:1]([N:5]1[C:9]([C:10]2[CH:11]=[CH:12][C:13]([F:16])=[CH:14][CH:15]=2)=[C:8]([C:17]2[S:18][CH:19]=[C:20]([CH2:22][C:23]([NH:30][CH2:29][CH2:28][C:27]#[N:26])=[O:25])[N:21]=2)[CH:7]=[N:6]1)([CH3:2])([CH3:3])[CH3:4]. Reported procedure: Using 2-(2-(1-tert-butyl-5-(4-fluorophenyl)-1H-pyrazol-4-yl)thiazol-4-yl)acetic acid and 3-aminopropionitrile and by reaction and purification in the same manner as in the method described in Example 1, step 7, the title compound was obtained. Starting materials: [H-].[Na+] (sodium hydride), Cl (hydrochloric acid), CC=1C=C2C=3C(CCCC3NC2=CC1)C(=O)OCC1=CC=CC=C1 (benzyl 6-methyl-1,2,3,4-tetrahydrocarbazole-4-carboxylate), C(C1=CC=CC=C1)(=O)Cl (benzoyl chloride). The solvent is CN(C=O)C (dimethylformamide). Yields the product C(C1=CC=CC=C1)(=O)N1C2=CC=C(C=C2C=2C(CCCC12)C(=O)OCC1=CC=CC=C1)C (Benzyl 9-benzoyl-6-methyl-1,2,3,4-tetrahydrocarbazole-4-carboxylate). As a reaction SMILES: [H-].[Na+].[CH3:3][C:4]1[CH:5]=[C:6]2[C:14](=[CH:15][CH:16]=1)[NH:13][C:12]1[CH2:11][CH2:10][CH2:9][CH:8]([C:17]([O:19][CH2:20][C:21]3[CH:26]=[CH:25][CH:24]=[CH:23][CH:22]=3)=[O:18])[C:7]2=1.[C:27](Cl)(=[O:34])[C:28]1[CH:33]=[CH:32][CH:31]=[CH:30][CH:29]=1.Cl>CN(C)C=O>[C:27]([N:13]1[C:12]2[CH2:11][CH2:10][CH2:9][CH:8]([C:17]([O:19][CH2:20][C:21]3[CH:22]=[CH:23][CH:24]=[CH:25][CH:26]=3)=[O:18])[C:7]=2[C:6]2[C:14]1=[CH:15][CH:16]=[C:4]([CH3:3])[CH:5]=2)(=[O:34])[C:28]1[CH:33]=[CH:32][CH:31]=[CH:30][CH:29]=1 |f:0.1|. Reported procedure: Following a procedure similar to that of Example 35B but using 0.84 g. sodium hydride, 50 ml. of dry dimethylformamide, 9.1 g. of benzyl 6-methyl-1,2,3,4-tetrahydrocarbazole-4-carboxylate, and 4.4 g. of benzoyl chloride, but eliminating the 1% aqueous hydrochloric acid wash subsequent to the bicarbonate wash, there was obtained 8.5 g. of the title compound which was purified by suspension in hot isopropyl alcohol, filtration, followed by suspension in, and filtration from, ether; m.p. 119°-121°C... Starting materials: O=S(=O)(Cl)c1cccc(F)c1, Nc1ccc2[nH]nc(O)c2c1, c1ccncc1. Yields the product O=S(=O)(Nc1ccc2[nH]nc(O)c2c1)c1cccc(F)c1. Reaction SMILES: [F:12][c:13]1[cH:14][c:15]([S:19](=[O:20])(=[O:21])[Cl:22])[cH:16][cH:17][cH:18]1.[NH2:1][c:2]1[cH:3][c:4]2[c:5]([OH:11])[n:6][nH:7][c:8]2[cH:9][cH:10]1.[cH:23]1[cH:24][cH:25][n:26][cH:27][cH:28]1>>[NH:1]([c:2]1[cH:3][c:4]2[c:5]([OH:11])[n:6][nH:7][c:8]2[cH:9][cH:10]1)[S:19]([c:15]1[cH:14][c:13]([F:12])[cH:18][cH:17][cH:16]1)(=[O:20])=[O:21]. Reactants: ClCC1=CC2=C(N(C=C(C2=O)C(=O)N)CCC)S1 (chloromethyl-7-propyl-4-oxo-4,7-dihydrothieno[2,3-b]pyridine-5-carboxamide), Cl.N1[C@H](COCC1)[C@@H](O)C1=CC=CC=C1 ((S)-(3R)-morpholin-3-yl(phenyl)methanol hydrochloride). Yields the product ClC1=CC=C(CNC(=O)C=2C(C3=C(N(C2)CCC)SC(=C3)CN3[C@H](COCC3)[C@H](C3=CC=CC=C3)O)=O)C=C1 (N-(4-Chlorobenzyl)-2-(((3R)-3-((S)-hydroxy(phenyl)methyl)morpholin-4-yl)methyl)-4-oxo-7-propyl-4,7-dihydrothieno[2,3-b]pyridine-5-carboxamide). Reaction SMILES: Cl[CH2:2][C:3]1[S:18][C:6]2[N:7]([CH2:15][CH2:16][CH3:17])[CH:8]=[C:9]([C:12]([NH2:14])=[O:13])[C:10](=[O:11])[C:5]=2[CH:4]=1.[ClH:19].[NH:20]1[CH2:25][CH2:24][O:23][CH2:22][C@@H:21]1[C@H:26]([C:28]1[CH:33]=[CH:32][CH:31]=[CH:30][CH:29]=1)[OH:27]>>[Cl:19][C:31]1[CH:32]=[CH:33][C:28]([CH2:26][NH:14][C:12]([C:9]2[C:10](=[O:11])[C:5]3[CH:4]=[C:3]([CH2:2][N:20]4[CH2:25][CH2:24][O:23][CH2:22][C@@H:21]4[C@@H:26]([OH:27])[C:28]4[CH:29]=[CH:30][CH:31]=[CH:32][CH:33]=4)[S:18][C:6]=3[N:7]([CH2:15][CH2:16][CH3:17])[CH:8]=2)=[O:13])=[CH:29][CH:30]=1 |f:1.2|. Procedure details: Analogous to the procedures described in Example 15, N-(4-chlorobenzyl)-2-(chloromethyl-7-propyl-4-oxo-4,7-dihydrothieno[2,3-b]pyridine-5-carboxamide (Preparation 13) is treated with (S)-(3R)-morpholin-3-yl(phenyl)methanol hydrochloride (Preparation 9) to afford the title compound.